This data is from the Open Reaction Database (ORD), a public repository of structured organic reaction records. The task is: describe an organic reaction: reactants, conditions, products, and yield The reactants are CCN1C(=O)C(C)(C)c2ccc(C(=O)O)cc21, Nc1ccc(F)cc1. The product is CCN1C(=O)C(C)(C)c2ccc(C(=O)Nc3ccc(F)cc3)cc21. As a reaction SMILES: [CH3:1][C:2]1([CH3:17])[C:3](=[O:16])[N:4]([CH2:14][CH3:15])[c:5]2[cH:6][c:7]([C:11](=[O:12])[OH:13])[cH:8][cH:9][c:10]21.[NH2:18][c:19]1[cH:20][cH:21][c:22]([F:23])[cH:24][cH:25]1>>[CH3:1][C:2]1([CH3:17])[C:3](=[O:16])[N:4]([CH2:14][CH3:15])[c:5]2[cH:6][c:7]([C:11](=[O:13])[NH:18][c:19]3[cH:20][cH:21][c:22]([F:23])[cH:24][cH:25]3)[cH:8][cH:9][c:10]21. Starting materials: ClC1=C(C=O)C=CC=C1 (2-chloro-benzaldehyde), CC=1SC2=C(N1)C=CC=C2 (2-methylbenzothiazole), C(C)(=O)OC(C)=O (acetic anhydride). The product is ClC1=C(C=CC=2SC3=C(N2)C=CC=C3)C=CC=C1 (2-(2'-chlorostyryl)benzothiazole). As a reaction SMILES: [Cl:1][C:2]1[CH:9]=[CH:8][CH:7]=[CH:6][C:3]=1[CH:4]=O.[CH3:10][C:11]1[S:12][C:13]2[CH:19]=[CH:18][CH:17]=[CH:16][C:14]=2[N:15]=1.C(OC(=O)C)(=O)C>>[Cl:1][C:2]1[CH:9]=[CH:8][CH:7]=[CH:6][C:3]=1[CH:4]=[CH:10][C:11]1[S:12][C:13]2[CH:19]=[CH:18][CH:17]=[CH:16][C:14]=2[N:15]=1. Reported procedure: The synthetic sequence commences with the condensation of a 2-chloro-benzaldehyde with 2-methylbenzothiazole II in boiling acetic anhydride to give 2-(2'-chlorostyryl)benzothiazole III. Starting materials: CC(C(CC(=O)O)O)CC=C (4-Methyl-3-hydroxyhept-6-enoic acid), C(C)(=O)[O-].[K+] (potassium acetate), ice water, [H-].[Na+] (sodium hydride), COP(=O)(OC)CC(=O)OC(C)(C)C (tert-butyl dimethoxyphosphorylacetate). Solvent: C(C)(=O)OC(C)=O (acetic anhydride), C1(=CC=CC=C1)C (toluene), O1CCCC1 (tetrahydrofuran). Conditions: time 2 hour. Product: CC=1CC2CC(C2C1)=CC(=O)OC(C)(C)C (Tert-butyl 3-methylbicyclo[3.2.0]hept-3-en-6-ylideneacetate). RXN SMILES: [CH3:1][CH:2]([CH2:9][CH:10]=[CH2:11])[CH:3](O)[CH2:4][C:5](O)=O.C([O-])(=O)C.[K+].[H-].[Na+].COP([CH2:25][C:26]([O:28][C:29]([CH3:32])([CH3:31])[CH3:30])=[O:27])(OC)=O>C(OC(=O)C)(=O)C.O1CCCC1.C1(C)C=CC=CC=1>[CH3:1][C:2]1[CH2:9][CH:10]2[CH:4]([CH:3]=1)[C:5](=[CH:25][C:26]([O:28][C:29]([CH3:32])([CH3:31])[CH3:30])=[O:27])[CH2:11]2 |f:1.2,3.4|. Procedure details: 4-Methyl-3-hydroxyhept-6-enoic acid (2.21 g, 13.9 mmol) was dissolved in acetic anhydride (14 mL). To the solution, potassium acetate (3.29 g, 33.4 mmol) was added, and the mixture was stirred at room temperature for 2 hours. The reaction solution was heated to 110 to 120° C. and stirred for 3.5 hours. To the reaction solution, ice water and toluene were then added, and this mixture was stirred at room temperature for 1 hour. The mixture was separated into aqueous and organic layers by the addit... The reactants are C(C=C)OC(=O)N1[C@@H](C[C@@H](C1)SC(C1=CC=CC=C1)(C1=CC=CC=C1)C1=CC=CC=C1)/C=C/C(=O)N(C)C ((E)-3-[(2S,4S)-N-allyloxycarbonyl-4-tritylthiopyrrolidin-2-yl]-N,N-dimethylacrylamide), C(C)[SiH](CC)CC (triethylsilane). Product: C(C=C)OC(=O)N1[C@@H](C[C@@H](C1)S)/C=C/C(=O)N(C)C ((E)-3-[(2S,4S)-N-Allyloxycarbonyl-4-mercaptopyrrolidin-2-yl]-N,N-dimethylacrylamide). Isolated yield 89.9%. RXN SMILES: [CH2:1]([O:4][C:5]([N:7]1[CH2:11][C@@H:10]([S:12]C(C2C=CC=CC=2)(C2C=CC=CC=2)C2C=CC=CC=2)[CH2:9][C@H:8]1/[CH:32]=[CH:33]/[C:34]([N:36]([CH3:38])[CH3:37])=[O:35])=[O:6])[CH:2]=[CH2:3].C([SiH](CC)CC)C>>[CH2:1]([O:4][C:5]([N:7]1[CH2:11][C@@H:10]([SH:12])[CH2:9][C@H:8]1/[CH:32]=[CH:33]/[C:34]([N:36]([CH3:37])[CH3:38])=[O:35])=[O:6])[CH:2]=[CH2:3]. Procedure: The same operation as in Reference Example 4-2) was carried out by using (E)-3-[(2S,4S)-N-allyloxycarbonyl-4-tritylthiopyrrolidin-2-yl]-N,N-dimethylacrylamide (the compound obtained in Reference Example 6-1); 2.02 g, 3.84 mmol) and triethylsilane (0.64 ml, 4.03 mmol), followed by flash column chromatographic purification on silica gel (Wakogel® C-300, 40 ml, elution with acetone-methylene chloride 1:1) to give the title compound (980 mg, 89.9% yield). The reactants are CSC1=CC=C(C=C1)C=1OC2(C(C1)=O)CCOCC2 (2-{4-(methylthio)phenyl}-1,8-dioxa-spiro[4,5]dec-2-en-4-one), OOS(=O)[O-].[K+] (OXONE), C1CCOC1 (THF). The solvent is C(C)O (ethanol), O (water). Conditions: time 26 hour. Product: CS(=O)(=O)C1=CC=C(C=C1)C=1OC2(C(C1)=O)CCOCC2 (2-{4-(methylsulfonyl)phenyl}-1,8-dioxa-spiro[4,5]dec-2-en-4-one). As a reaction SMILES: CS[C:3]1[CH:8]=[CH:7][C:6]([C:9]2[O:10][C:11]3([CH2:19][CH2:18][O:17][CH2:16][CH2:15]3)[C:12](=[O:14])[CH:13]=2)=[CH:5][CH:4]=1.O[O:21][S:22]([O-:24])=O.[K+].[CH2:26]1COCC1>C(O)C.O>[CH3:26][S:22]([C:3]1[CH:8]=[CH:7][C:6]([C:9]2[O:10][C:11]3([CH2:19][CH2:18][O:17][CH2:16][CH2:15]3)[C:12](=[O:14])[CH:13]=2)=[CH:5][CH:4]=1)(=[O:24])=[O:21] |f:1.2|. Reported procedure: To a stirred solution of 2-{4-(methylthio)phenyl}-1,8-dioxa-spiro[4,5]dec-2-en-4-one (0.6 g) in 10 ml THF and 10 ml ethanol, was added 2.67 g of OXONE dissolved in 5 ml water. The mixture was stirred for 26 hours at room temperature. After volatile solvent was evaporated in vacuo, the aqueous solution was extracted with dichloromethane. The organic layer was concentrated under reduced pressure and the resulting crude product was purified by recrystallization from hexane/dichloromethane to give 0... Reactants: CS(=O)(=O)O, CC(C)O, CCOC(=O)CNC(=O)Oc1ccc(Cl)c2cccnc12. Yields the product CS(=O)(=O)O, CCOC(=O)CNC(=O)Oc1ccc(Cl)c2cccnc12. RXN SMILES: [CH3:22][S:23]([OH:24])(=[O:25])=[O:26].[CH:27]([OH:28])([CH3:29])[CH3:30].[Cl:1][c:2]1[c:3]2[cH:4][cH:5][cH:6][n:7][c:8]2[c:9]([O:12][C:13](=[O:14])[NH:15][CH2:16][C:17](=[O:18])[O:19][CH2:20][CH3:21])[cH:10][cH:11]1>>[CH3:22][S:23](=[O:24])(=[O:25])[OH:26].[Cl:1][c:2]1[c:3]2[cH:4][cH:5][cH:6][n:7][c:8]2[c:9]([O:12][C:13](=[O:14])[NH:15][CH2:16][C:17](=[O:18])[O:19][CH2:20][CH3:21])[cH:10][cH:11]1.